From a dataset of the Open Reaction Database (ORD), a public repository of structured organic reaction records. describe an organic reaction: reactants, conditions, products, and yield Reactants: Cl.Cl.ClC=1C=C(C=CC1)N1C(N(C2=C(C=NC=3C(=CC=CC23)OC)C1=O)C1CCNCC1)=O (3-(3-chloro-phenyl)-7-methoxy-1-piperidin-4-yl-1H-pyrimido[5,4-c]quinoline-2,4-dione.dihydrochloride), CS(=O)(=O)Cl (methanesulfonyl chloride). Product: ClC=1C=C(C=CC1)N1C(N(C2=C(C=NC=3C(=CC=CC23)OC)C1=O)C1CCN(CC1)S(=O)(=O)C)=O (3-(3-Chloro-phenyl)-1-(1-methanesulfonyl-piperidin-4-yl)-7-methoxy-1H-pyrimido[5,4-c]quinoline-2,4-dione). As a reaction SMILES: Cl.Cl.[Cl:3][C:4]1[CH:5]=[C:6]([N:10]2[C:25](=[O:26])[C:14]3[CH:15]=[N:16][C:17]4[C:18]([O:23][CH3:24])=[CH:19][CH:20]=[CH:21][C:22]=4[C:13]=3[N:12]([CH:27]3[CH2:32][CH2:31][NH:30][CH2:29][CH2:28]3)[C:11]2=[O:33])[CH:7]=[CH:8][CH:9]=1.[CH3:34][S:35](Cl)(=[O:37])=[O:36]>>[Cl:3][C:4]1[CH:5]=[C:6]([N:10]2[C:25](=[O:26])[C:14]3[CH:15]=[N:16][C:17]4[C:18]([O:23][CH3:24])=[CH:19][CH:20]=[CH:21][C:22]=4[C:13]=3[N:12]([CH:27]3[CH2:32][CH2:31][N:30]([S:35]([CH3:34])(=[O:37])=[O:36])[CH2:29][CH2:28]3)[C:11]2=[O:33])[CH:7]=[CH:8][CH:9]=1 |f:0.1.2|. Reported procedure: 3-(3-Chloro-phenyl)-1-(1-methanesulfonyl-piperidin-4-yl)-7-methoxy-1H-pyrimido[5,4-c]quinoline-2,4-dione (47 mg) was prepared according to general procedure H from 3-(3-chloro-phenyl)-7-methoxy-1-piperidin-4-yl-1H-pyrimido[5,4-c]quinoline-2,4-dione.dihydrochloride (50 mg, 0.1 mmol) and methanesulfonyl chloride. LCMS: m/z 515 [M+1]+. 1H NMR (400 MHz, CDCl3): δ 9.56 (s, 1H), 7.58 (m, 1H), 7.48 (m, 1H), 7.38 (m, 1H), 7.24 (m, 1H), 7.09-7.18 (m, 2H), 6.48 (m, 1H), 5.06 (m, 1H), 4.10 (s, 3H), 4.02 (m...